Dataset: the Open Reaction Database (ORD), a public repository of structured organic reaction records. Task: describe an organic reaction: reactants, conditions, products, and yield Reaction SMILES: [C:17]([CH3:18])(=[O:19])[O:20][CH2:21][CH2:22][CH2:23][CH2:24][CH2:25][Cl:26].[CH3:3][CH:4]([C:5](=[O:6])[O:7][CH2:8][CH3:9])[C:10](=[O:11])[O:12][CH2:13][CH3:14].[H-:1].[I-:16].[K+:15].[Na+:2].[O:27]=[CH:28][N:29]([CH3:30])[CH3:31]>>[CH3:3][C:4]([C:5](=[O:6])[O:7][CH2:8][CH3:9])([C:10](=[O:11])[O:12][CH2:13][CH3:14])[CH2:25][CH2:24][CH2:23][CH2:22][CH2:21][O:20][C:17]([CH3:18])=[O:19]. The reactants are CC(=O)OCCCCCCl, CCOC(=O)C(C)C(=O)OCC, [H-], [I-], [K+], [Na+], CN(C)C=O. Yields the product CCOC(=O)C(C)(CCCCCOC(C)=O)C(=O)OCC.